From a dataset of the Open Reaction Database (ORD), a public repository of structured organic reaction records. describe an organic reaction: reactants, conditions, products, and yield Reactants: COC1=NC(=NC(=C1)OC)OC=1C=CC=C2C(OC(=O)C12)O (7-[(4,6-dimethoxy-pyrimidin-2-yl)oxy]-3-hydroxy-phthalide), P(=O)(Cl)(Cl)Cl (phosphorus oxychloride). Solvent: O (water), O (water). Conditions: temperature 90 celsius. Product: ClC1OC(=O)C2=C(C=CC=C12)OC1=NC(=CC(=N1)OC)OC (3-chloro-7-[(4,6-dimethoxy-pyrimidin-2-yl)oxy]-phthalide). As a reaction SMILES: [CH3:1][O:2][C:3]1[CH:8]=[C:7]([O:9][CH3:10])[N:6]=[C:5]([O:11][C:12]2[CH:13]=[CH:14][CH:15]=[C:16]3[C:21]=2[C:19](=[O:20])[O:18][CH:17]3O)[N:4]=1.P(Cl)(Cl)([Cl:25])=O>O>[Cl:25][CH:17]1[C:16]2[C:21](=[C:12]([O:11][C:5]3[N:4]=[C:3]([O:2][CH3:1])[CH:8]=[C:7]([O:9][CH3:10])[N:6]=3)[CH:13]=[CH:14][CH:15]=2)[C:19](=[O:20])[O:18]1. Procedure: 2.3 g of 7-[(4,6-dimethoxy-pyrimidin-2-yl)oxy]-3-hydroxy-phthalide (see Example 84) are suspended in approximately 40 ml of phosphorus oxychloride, and the suspension is heated at 90° C. for 2 hours. The reaction mixture is then introduced at from 35° to 45° C. into 250 ml of water. It is then diluted with a further 500 ml of water and the crystals which separate are filtered off and washed neutral with water to yield pure 3-chloro-7-[(4,6-dimethoxy-pyrimidin-2-yl)oxy]-phthalide in the form of s... Reactants: C1C=CCC2C1C(=O)OC2=O (THPA), C(C=C)OC=1C=C(N)C=CC1Cl (3-(allyloxy)-4-chloroaniline), ice water. Run in C(C)(=O)O (acetic acid). Conditions: time 10 minute. The product is C(C=C)OC=1C=C(C=CC1Cl)N1C(C2=C(C1=O)CCCC2)=O (N-(3-(allyloxy)-4-chlorophenyl)-3,4,5,6-tetrahydrophthalimide). As a reaction SMILES: [CH2:1]1[CH:6]2[C:7]([O:9][C:10](=[O:11])[CH:5]2[CH2:4][CH:3]=[CH:2]1)=O.[CH2:12]([O:15][C:16]1[CH:17]=[C:18]([CH:20]=[CH:21][C:22]=1[Cl:23])[NH2:19])[CH:13]=[CH2:14]>C(O)(=O)C>[CH2:12]([O:15][C:16]1[CH:17]=[C:18]([N:19]2[C:10](=[O:11])[C:5]3[CH2:4][CH2:3][CH2:2][CH2:1][C:6]=3[C:7]2=[O:9])[CH:20]=[CH:21][C:22]=1[Cl:23])[CH:13]=[CH2:14]. Procedure: A mixture of 4.4 g of THPA, 5.3 g of 3B and 60 mL of glacial acetic acid was refluxed for 1 hour, then poured into 300 mL of ice water. The resulting mixture was allowed to stand for 10 minutes, then filtered. The collected solid was washed with cold water, dried under reduced pressure and recrystallized from ethyl acetate/hexane, to give N-(3-(allyloxy)-4-chlorophenyl)-3,4,5,6-tetrahydrophthalimide (3C), as yellow crystals, m.p.: 118.5°-120° C. As a reaction SMILES: C[O:2][C:3]([C:5]1[N:6]=[C:7]([O:10][C:11]2[CH:12]=[C:13]([CH3:27])[C:14]3[CH:18]([CH2:19][C:20]([O:22]CC)=[O:21])[O:17][B:16]([OH:25])[C:15]=3[CH:26]=2)[S:8][CH:9]=1)=[O:4].[Li+].[OH-]>C1COCC1.O>[C:20]([CH2:19][CH:18]1[O:17][B:16]([OH:25])[C:15]2[CH:26]=[C:11]([O:10][C:7]3[S:8][CH:9]=[C:5]([C:3]([OH:4])=[O:2])[N:6]=3)[CH:12]=[C:13]([CH3:27])[C:14]1=2)([OH:22])=[O:21] |f:1.2|. Procedure details: A solution of 2-(3-ethoxycarbonylmethyl-1-hydroxy-4-methyl-1,3-dihydro-benzo[c][1,2]oxaborol-6-yloxy)-thiazole-4-carboxylic acid methyl ester (500 mg, 1.28 mmol) in THF (30 mL) was treated with LiOH (107 mg, 2.55 mmol) in water (15 mL) at room temperature for 1 h. The reaction was concentrated to dryness. The residue was diluted with water and adjusted to pH 3. The mixture was purified by preparative HPLC to give the title compound (33 mg). 1H NMR (300 MHz, CD3OD) δ 7.87 (s, 1H), 7.35 (s, 1H), 7... Product: C(=O)(O)CC1C2=C(B(O1)O)C=C(C=C2C)OC=2SC=C(N2)C(=O)O (2-(3-Carboxymethyl-1-hydroxy-4-methyl-1,3-dihydro-benzo[c][1,2]oxaborol-6-yloxy)-thiazole-4-carboxylic acid). Reactants: COC(=O)C=1N=C(SC1)OC=1C=C(C2=C(B(OC2CC(=O)OCC)O)C1)C (2-(3-ethoxycarbonylmethyl-1-hydroxy-4-methyl-1,3-dihydro-benzo[c][1,2]oxaborol-6-yloxy)-thiazole-4-carboxylic acid methyl ester), [Li+].[OH-] (LiOH). Solvent: C1CCOC1 (THF), O (water). The yield is 7.4%. Reactants: CC1C([C@H]2N(C1C(=O)OCOC(C(C)(C)C)=O)C(C2NC(COC2=CC=CC=C2)=O)=O)=O (pivaloyloxymethyl 2-methyl-1-oxo-6-(2-phenoxyacetamido)carbapenam-3-carboxylate), [BH4-].C(CCC)[N+](CCCC)(CCCC)CCCC (tetrabutylammonium borohydride). Solvent: C(Cl)Cl (methylene chloride). Product: OC1C(C(N2[C@H]1C(C2=O)NC(COC2=CC=CC=C2)=O)C(=O)OCOC(C(C)(C)C)=O)C (Pivaloyloxymethyl 1-Hydroxy-2-methyl-6-(2-phenoxyacetamido)carbapenam-3-carboxylate). As a reaction SMILES: [CH3:1][CH:2]1[CH:6]([C:7]([O:9][CH2:10][O:11][C:12](=[O:17])[C:13]([CH3:16])([CH3:15])[CH3:14])=[O:8])[N:5]2[C:18](=[O:31])[CH:19]([NH:20][C:21](=[O:30])[CH2:22][O:23][C:24]3[CH:29]=[CH:28][CH:27]=[CH:26][CH:25]=3)[C@H:4]2[C:3]1=[O:32].[BH4-].C([N+](CCCC)(CCCC)CCCC)CCC>C(Cl)Cl>[OH:32][CH:3]1[C@@H:4]2[CH:19]([NH:20][C:21](=[O:30])[CH2:22][O:23][C:24]3[CH:29]=[CH:28][CH:27]=[CH:26][CH:25]=3)[C:18](=[O:31])[N:5]2[CH:6]([C:7]([O:9][CH2:10][O:11][C:12](=[O:17])[C:13]([CH3:15])([CH3:14])[CH3:16])=[O:8])[CH:2]1[CH3:1] |f:1.2|. Procedure: By the procedures of Examples 3 and 6, pivaloyloxymethyl 2-methyl-1-oxo-6-(2-phenoxyacetamido)carbapenam-3-carboxylate (102 mg., 0.23 mmole) in 3 ml. of methylene chloride was reduced by the action of tetrabutylammonium borohydride (15 mg., 0.06 mmole) and isolated to yield purified pivaloyloxymethyl 1-hydroxy-2-methyl-6-(2-phenoxyacetamido)carbapenam-3-carboxylate [68 mg.; Rf 0.26 (4:1 chloroform:ethyl acetate; ir (CH2Cl2) 1775, 1750, 1675 cm-1 ].